From a dataset of the Open Reaction Database (ORD), a public repository of structured organic reaction records. describe an organic reaction: reactants, conditions, products, and yield The reactants are B(Br)(Br)Br (boron tribromide), C(=O)([O-])[O-].[Na+].[Na+] (Na2CO3), ice, CC=1C=CC2=C(C=CO2)C1 (5-methylbenzofuran), B(Br)(Br)Br (boron tribromide). Run in C(Cl)Cl (DCM). Reaction conditions: temperature 0 celsius, time 1 hour. Product: OC=1C=CC2=C(C=CO2)C1 (5-hydroxy benzofuran). The yield is 79.6%. Reaction SMILES: C[C:2]1[CH:3]=[CH:4][C:5]2[O:9][CH:8]=[CH:7][C:6]=2[CH:10]=1.B(Br)(Br)Br.C([O-])([O-])=[O:16].[Na+].[Na+]>C(Cl)Cl>[OH:16][C:2]1[CH:3]=[CH:4][C:5]2[O:9][CH:8]=[CH:7][C:6]=2[CH:10]=1 |f:2.3.4|. Reported procedure: To an ice-cooled solution of 5-methylbenzofuran (0.5 g, 3.37 mmol) in DCM (7 mL) was added boron tribromide (3.4 mL, 3.37 mmol, 1M in DCM). The light brown solution was stirred at 0° C. for 1 h, another equivalent of boron tribromide (3.4 mL) was then added. The mixture was stirred at room temperature for 2 h. TLC analysis indicated the completion of the reaction. The mixture was poured into ice and the pH was adjusted to 7 with Na2CO3. The aqueous was extracted with DCM (×2). The combined organ...